From a dataset of the Open Reaction Database (ORD), a public repository of structured organic reaction records. describe an organic reaction: reactants, conditions, products, and yield Starting materials: C(=O)C=C (acrolein), CC(C#C)(C)C (3,3-dimethyl-1-butyne), CCCCCC (hexane), C(CCC)[Li] (n-butyllithium), ice water. Run in O1CCCC1 (tetrahydrofuran). Conditions: time 8 hour. Product: OC(C=C)C#CC(C)(C)C (3-hydroxy-6,6-dimethylhept-1 -ene-4-yne). Isolated yield 741.3%. As a reaction SMILES: [CH3:1][C:2]([CH3:6])([CH3:5])[C:3]#[CH:4].CCCCCC.C([Li])CCC.[CH:18]([CH:20]=[CH2:21])=[O:19]>O1CCCC1>[OH:19][CH:18]([C:4]#[C:3][C:2]([CH3:6])([CH3:5])[CH3:1])[CH:20]=[CH2:21]. Procedure details: Ten grams (0.122 mole) of 3,3-dimethyl-1-butyne was dissolved in 100 ml of anhydrous tetrahydrofuran, and the resulting solution was cooled to -40° C. or less in a dry ice-acetone bath. Under a stream of a nitrogen gas, 81.13 ml (0.122 mole) of a 1.5 M hexane solution of n-butyllithium was added dropwise at -40° C. or less with stirring. After aging the reaction solution at -50° C. for 30 minutes, 6.84 g (0.122 mole) of acrolein was added dropwise at -50° C. or less. After the reaction solution ... Reactants: 4-methoxy-4-methylpiperidine, HCl, CCN(C(C)C)C(C)C (DIEA), BrC=1C(=C(C(=NC1C)C)C(C(=O)OC(C)C)=O)Cl (isopropyl 2-(5-bromo-4-chloro-2,6-dimethylpyridin-3-yl)-2-oxoacetate). Run in CCOCC (ether), CC#N (CH3CN). Reaction conditions: temperature 80 celsius, time 24 hour. Product: BrC=1C(=C(C(=NC1C)C)C(C(=O)OC(C)C)=O)N1CCC(CC1)(C)OC (isopropyl 2-(5-bromo-4-(4-methoxy-4-methylpiperidin-1-yl)-2,6-dimethylpyridin-3-yl)-2-oxoacetate). Isolated yield 121.7%. As a reaction SMILES: CC[N:3]([CH:7]([CH3:9])C)[CH:4]([CH3:6])C.[Br:10][C:11]1[C:12](Cl)=[C:13]([C:19](=[O:26])[C:20]([O:22][CH:23]([CH3:25])[CH3:24])=[O:21])[C:14]([CH3:18])=[N:15][C:16]=1[CH3:17]>CC#N.CCOCC>[Br:10][C:11]1[C:12]([N:3]2[CH2:4][CH2:6][C:20]([O:22][CH3:23])([CH3:19])[CH2:9][CH2:7]2)=[C:13]([C:19](=[O:26])[C:20]([O:22][CH:23]([CH3:25])[CH3:24])=[O:21])[C:14]([CH3:18])=[N:15][C:16]=1[CH3:17]. Reported procedure: To a solution of 4-methoxy-4-methylpiperidine, HCl (1.0 g, 6.04 mmol) and DIEA (4.2 mL, 24.5 mmol) in anhydrous CH3CN (30 mL) was added isopropyl 2-(5-bromo-4-chloro-2,6-dimethylpyridin-3-yl)-2-oxoacetate (3.4 g, 6.04 mmol) at rt. The resulting mixture was placed in a pre-heated oil bath (80° C.) and stirred for 24 h; cooled, diluted with ether, washed with water, brine, and dried (MgSO4). The crude product was charged (DCM) to a 80 g ISCO silica gel cartridge and gradient eluted (5-35% EtOAc/he... Reactants: C(C1=CC=CC=C1)OCCC1=CC=C(C=C1)B(O)O (4-(2-benzyloxyethyl) phenylboronic acid), C1(=CC=CC=C1)C (toluene), ClC1=NC=C(C=N1)CCCCCCCCCC (2-chloro-5-decylpyrimidine), C([O-])([O-])=O.[Na+].[Na+] (sodium carbonate). Reagents/catalysts: [Pd].C1(=CC=CC=C1)P(C1=CC=CC=C1)C1=CC=CC=C1.C1(=CC=CC=C1)P(C1=CC=CC=C1)C1=CC=CC=C1.C1(=CC=CC=C1)P(C1=CC=CC=C1)C1=CC=CC=C1.C1(=CC=CC=C1)P(C1=CC=CC=C1)C1=CC=CC=C1 (tetrakis (triphenylphosphine) palladium). The solvent is C(C)O (ethanol). Reaction conditions: temperature 80 celsius. Yields the product C(CCCCCCCCC)C=1C=NC(=NC1)C1=CC=C(C=C1)CCOCC1=CC=CC=C1 (2-{4-(5-decylpyrimidine-2-yl) phenyl}ethylbenzylether). Isolated yield 77.0%. RXN SMILES: [CH2:1]([O:8][CH2:9][CH2:10][C:11]1[CH:16]=[CH:15][C:14](B(O)O)=[CH:13][CH:12]=1)[C:2]1[CH:7]=[CH:6][CH:5]=[CH:4][CH:3]=1.Cl[C:21]1[N:26]=[CH:25][C:24]([CH2:27][CH2:28][CH2:29][CH2:30][CH2:31][CH2:32][CH2:33][CH2:34][CH2:35][CH3:36])=[CH:23][N:22]=1.C(=O)([O-])[O-].[Na+].[Na+].C1(C)C=CC=CC=1>[Pd].C1(P(C2C=CC=CC=2)C2C=CC=CC=2)C=CC=CC=1.C1(P(C2C=CC=CC=2)C2C=CC=CC=2)C=CC=CC=1.C1(P(C2C=CC=CC=2)C2C=CC=CC=2)C=CC=CC=1.C1(P(C2C=CC=CC=2)C2C=CC=CC=2)C=CC=CC=1.C(O)C>[CH2:27]([C:24]1[CH:23]=[N:22][C:21]([C:14]2[CH:15]=[CH:16][C:11]([CH2:10][CH2:9][O:8][CH2:1][C:2]3[CH:7]=[CH:6][CH:5]=[CH:4][CH:3]=3)=[CH:12][CH:13]=2)=[N:26][CH:25]=1)[CH2:28][CH2:29][CH2:30][CH2:31][CH2:32][CH2:33][CH2:34][CH2:35][CH3:36] |f:2.3.4,6.7.8.9.10|. Procedure details: 1.27 g (4.96 mmol) of 4-(2-benzyloxyethyl) phenylboronic acid, 1.26 g (4.96 mmol) of 2-chloro-5-decylpyrimidine, 0.19 g of tetrakis (triphenylphosphine) palladium, 8 ml of 2M sodium carbonate, 8 ml of toluene and 4 ml of ethanol were, under presence of nitrogen, heated at 80° C. for 3 hours. After the reactions had been completed, extraction with toluene was performed and the extracted solution was dried with anhydrous sodium sulfate. The solvent was removed by filtration and refining was perfor... Reported procedure: To a solution of 4-(benzyloxy)-1-(8-fluoro-5-methyl-2,3,4,5-tetrahydro-1H-pyrido[4,3-b]indol-7-yl)pyridin-2(1H)-one (100 mg, 0.26 mmol) in dichloromethane/acetic acid (1% acetic acid, 10 mL) were sequentially added formaldehyde (37% aqueous solution, 22 μL, 0.74 mmol) and NaBH(OAc)3 (316 mg, 1.49 mmol). The reaction mixture was stirred at room temperature for 2.5 h. The mixture was concentrated under reduced pressure, and the residue was dissolved in CH2Cl2. The organic layer was washed with H2O... Reaction SMILES: [CH2:1]([O:8][C:9]1[CH:14]=[CH:13][N:12]([C:15]2[C:16]([F:29])=[CH:17][C:18]3[C:19]4[CH2:28][NH:27][CH2:26][CH2:25][C:20]=4[N:21]([CH3:24])[C:22]=3[CH:23]=2)[C:11](=[O:30])[CH:10]=1)[C:2]1[CH:7]=[CH:6][CH:5]=[CH:4][CH:3]=1.C=O.[BH-](OC(C)=O)(OC(C)=O)O[C:35](C)=O.[Na+]>ClCCl.C(O)(=O)C>[CH2:1]([O:8][C:9]1[CH:14]=[CH:13][N:12]([C:15]2[C:16]([F:29])=[CH:17][C:18]3[C:19]4[CH2:28][N:27]([CH3:35])[CH2:26][CH2:25][C:20]=4[N:21]([CH3:24])[C:22]=3[CH:23]=2)[C:11](=[O:30])[CH:10]=1)[C:2]1[CH:7]=[CH:6][CH:5]=[CH:4][CH:3]=1 |f:2.3,4.5|. The product is C(C1=CC=CC=C1)OC1=CC(N(C=C1)C=1C(=CC=2C3=C(N(C2C1)C)CCN(C3)C)F)=O (4-(benzyloxy)-1-(8-fluoro-2,5-dimethyl-2,3,4,5-tetrahydro-1H-pyrido[4,3-b]indol-7-yl)pyridin-2(1H)-one). Reaction conditions: time 2.5 hour. Run in ClCCl.C(C)(=O)O (dichloromethane acetic acid). The yield is 71.9%. Reactants: C(C1=CC=CC=C1)OC1=CC(N(C=C1)C=1C(=CC=2C3=C(N(C2C1)C)CCNC3)F)=O (4-(benzyloxy)-1-(8-fluoro-5-methyl-2,3,4,5-tetrahydro-1H-pyrido[4,3-b]indol-7-yl)pyridin-2(1H)-one), C=O (formaldehyde), [BH-](OC(=O)C)(OC(=O)C)OC(=O)C.[Na+] (NaBH(OAc)3). The reactants are CCO, Cc1nccn1-c1ccc(N)cc1, Cl, N#CN. Yields the product Cc1nccn1-c1ccc(NC(=N)N)cc1. As a reaction SMILES: [CH3:18][CH2:19][OH:20].[CH3:1][c:2]1[n:3](-[c:7]2[cH:8][cH:9][c:10]([NH2:11])[cH:12][cH:13]2)[cH:4][cH:5][n:6]1.[ClH:17].[NH2:14][C:15]#[N:16]>>[CH3:1][c:2]1[n:3](-[c:7]2[cH:8][cH:9][c:10]([NH:11][C:15](=[NH:14])[NH2:16])[cH:12][cH:13]2)[cH:4][cH:5][n:6]1.